Dataset: the Open Reaction Database (ORD), a public repository of structured organic reaction records. Task: describe an organic reaction: reactants, conditions, products, and yield The reactants are O=C(Nc1ccc2c(c(-c3cccc(F)c3)nn2C(c2ccccc2)(c2ccccc2)c2ccccc2)c1F)OCc1ccccc1, CO. Yields the product Nc1ccc2c(c(-c3cccc(F)c3)nn2C(c2ccccc2)(c2ccccc2)c2ccccc2)c1F. Reaction SMILES: [CH2:1]([O:2][C:3](=[O:4])[NH:10][c:11]1[c:12]([F:46])[c:13]2[c:14](-[c:39]3[cH:40][c:41]([F:45])[cH:42][cH:43][cH:44]3)[n:15][n:16]([C:20]([c:21]3[cH:22][cH:23][cH:24][cH:25][cH:26]3)([c:27]3[cH:28][cH:29][cH:30][cH:31][cH:32]3)[c:33]3[cH:34][cH:35][cH:36][cH:37][cH:38]3)[c:17]2[cH:18][cH:19]1)[c:5]1[cH:6][cH:7][cH:8][cH:9][cH:47]1.[CH3:48][OH:49]>>[NH2:10][c:11]1[c:12]([F:46])[c:13]2[c:14](-[c:39]3[cH:40][c:41]([F:45])[cH:42][cH:43][cH:44]3)[n:15][n:16]([C:20]([c:21]3[cH:22][cH:23][cH:24][cH:25][cH:26]3)([c:27]3[cH:28][cH:29][cH:30][cH:31][cH:32]3)[c:33]3[cH:34][cH:35][cH:36][cH:37][cH:38]3)[c:17]2[cH:18][cH:19]1. Starting materials: C(CCC)NC1=NC(=NC(=N1)N)N (2-n-butylamino-4,6-diamino-1,3,5-triazine), C1(=CC=CC=C1)C (toluene), N1=C(N)N=C(N)N=C1N (melamine), N1=C(N)N=C(N)N=C1N (melamine). Product: C(CCC)N(C1=NC(=NC(=N1)NCCCC)NCCCC)CCCC (2-di-n-butylamino-4,6-bis(n-butylamino)-1,3,5-triazine). Isolated yield 4.8%. As a reaction SMILES: [CH2:1]([NH:5][C:6]1[N:11]=[C:10]([NH2:12])[N:9]=[C:8]([NH2:13])[N:7]=1)[CH2:2][CH2:3][CH3:4].N1C(N)=NC(N)=NC=1N.[C:23]1([CH3:29])[CH:28]=[CH:27]C=CC=1>>[CH2:27]([N:13]([CH2:29][CH2:23][CH2:28][CH3:27])[C:8]1[N:7]=[C:6]([NH:5][CH2:1][CH2:2][CH2:3][CH3:4])[N:11]=[C:10]([NH:12][CH2:1][CH2:2][CH2:3][CH3:4])[N:9]=1)[CH2:28][CH2:23][CH3:29]. Procedure: After 1-butanol and water were distilled off from the crude reaction product, toluene was added to the residue. result, 2-n-butylamino-4,6-diamino-1,3,5-triazine in a yield of 4.8% (based on the starting melamine) and 55.5% of the starting melamine were obtained. The toluene solution was analyzed through HPLC. As a result, it was confirmed that a total amount of the other reaction product was extracted. Starting materials: FC1=C(OC2=C(C=NC=C2)/C=C/C(=O)OC(C)(C)C)C=CC(=C1)[N+](=O)[O-] ((E)-tert-Butyl 3-(4-(2-fluoro-4-nitrophenoxy)pyridin-3-yl)acrylate), C(=O)(C(F)(F)F)O.C(Cl)Cl (TFA CH2Cl2). Conditions: time 1.5 hour. Yields the product Cl.CCOCC (HCl Et2O), FC1=C(OC2=C(C=NC=C2)/C=C/C(=O)O)C=CC(=C1)[N+](=O)[O-] ((E)-3-(4-(2-Fluoro-4-nitrophenoxy)pyridin-3-yl)acrylic acid). As a reaction SMILES: [F:1][C:2]1[CH:23]=[C:22]([N+:24]([O-:26])=[O:25])[CH:21]=[CH:20][C:3]=1[O:4][C:5]1[CH:10]=[CH:9][N:8]=[CH:7][C:6]=1/[CH:11]=[CH:12]/[C:13]([O:15]C(C)(C)C)=[O:14].C(O)(C(F)(F)F)=O.C(Cl)[Cl:35]>>[ClH:35].[CH3:2][CH2:3][O:4][CH2:5][CH3:6].[F:1][C:2]1[CH:23]=[C:22]([N+:24]([O-:26])=[O:25])[CH:21]=[CH:20][C:3]=1[O:4][C:5]1[CH:10]=[CH:9][N:8]=[CH:7][C:6]=1/[CH:11]=[CH:12]/[C:13]([OH:15])=[O:14] |f:1.2,3.4|. Reported procedure: (E)-tert-Butyl 3-(4-(2-fluoro-4-nitrophenoxy)pyridin-3-yl)acrylate (115 mg, 0.32 mmol) was treated with 1:1 TFA/CH2Cl2 (6 mL) and stirred at room temperature for 1.5 h. The mixture was concentrated under vacuum and the residue treated with MeOH (5 mL) and 2 M HCl/Et2O (15 mL) and concentrated under vacuum. A second treatment with MeOH (5 mL) and 2 M HCl/Et2O (15 mL) and reconcentration gave the title compound (120 mg). 1H NMR (DMSO-d6) δ 9.17 (s, 1H), 8.62 (d, 1H, J=6.6 Hz), 8.50 (dd, 1H, J=2.6,... The reactants are COCCN, Cl, Cl, O, COc1ccc(CN2CCN(C(c3ccccc3)c3ccccc3)CC2)cc1[N+](=O)[O-]. RXN SMILES: [CH3:34][O:35][CH2:36][CH2:37][NH2:38].[ClH:1].[ClH:2].[OH2:39].[c:3]1([CH:9]([N:10]2[CH2:11][CH2:12][N:13]([CH2:16][c:17]3[cH:18][c:19]([N+:25](=[O:26])[O-:27])[c:20]([O:23][CH3:24])[cH:21][cH:22]3)[CH2:14][CH2:15]2)[c:28]2[cH:29][cH:30][cH:31][cH:32][cH:33]2)[cH:4][cH:5][cH:6][cH:7][cH:8]1>>[c:3]1([CH:9]([N:10]2[CH2:11][CH2:12][N:13]([CH2:16][c:17]3[cH:18][c:19]([N+:25](=[O:26])[O-:27])[c:20]([NH:38][CH2:37][CH2:36][O:35][CH3:34])[cH:21][cH:22]3)[CH2:14][CH2:15]2)[c:28]2[cH:29][cH:30][cH:31][cH:32][cH:33]2)[cH:4][cH:5][cH:6][cH:7][cH:8]1. Product: COCCNc1ccc(CN2CCN(C(c3ccccc3)c3ccccc3)CC2)cc1[N+](=O)[O-]. RXN SMILES: [C:2]([O:3][C:4](=[O:5])[NH:8][CH2:9][CH2:10][O:11][c:12]1[c:13]([O:18][CH3:19])[cH:14][cH:15][cH:16][cH:17]1)([CH3:6])([CH3:7])[CH3:20].[CH3:27][CH2:28][O:29][C:30](=[O:31])[CH3:32].[ClH:1].[O:21]1[CH2:22][CH2:23][O:24][CH2:25][CH2:26]1>>[NH2:8][CH2:9][CH2:10][O:11][c:12]1[c:13]([O:18][CH3:19])[cH:14][cH:15][cH:16][cH:17]1. The product is COc1ccccc1OCCN. The reactants are COc1ccccc1OCCNC(=O)OC(C)(C)C, CCOC(C)=O, Cl, C1COCCO1. The reactants are CC(C)(C)OC(=O)Nc1cccc(N)c1, CC(=O)O[BH-](OC(C)=O)OC(C)=O, CN1CCC(=O)CC1, CC(=O)O, ClCCl, [Na+]. Product: CN1CCC(Nc2cccc(NC(=O)OC(C)(C)C)c2)CC1. As a reaction SMILES: [C:1]([CH3:2])([CH3:3])([CH3:4])[O:5][C:6]([NH:7][c:8]1[cH:9][c:10]([NH2:14])[cH:11][cH:12][cH:13]1)=[O:15].[C:24]([O:25][BH-:26]([O:27][C:28](=[O:29])[CH3:30])[O:31][C:32](=[O:33])[CH3:34])(=[O:35])[CH3:36].[CH3:16][N:17]1[CH2:18][CH2:19][C:20](=[O:23])[CH2:21][CH2:22]1.[CH3:38][C:39](=[O:40])[OH:41].[Cl:42][CH2:43][Cl:44].[Na+:37]>>[C:1]([CH3:2])([CH3:3])([CH3:4])[O:5][C:6]([NH:7][c:8]1[cH:9][c:10]([NH:14][CH:20]2[CH2:19][CH2:18][N:17]([CH3:16])[CH2:22][CH2:21]2)[cH:11][cH:12][cH:13]1)=[O:15]. Reactants: CC(C(C=C)O)CC (4-methyl-hex-1-en-3-ol), COC(C(C)C=O)=O (α-formylpropionic acid methyl ester). The product is CC(C=O)CC=CC(CC)C (2,6-Dimethyl-oct-4-en-1-al). Yield: 75.2%. As a reaction SMILES: [CH3:1][CH:2]([CH2:7][CH3:8])[CH:3](O)[CH:4]=[CH2:5].C[O:10][C:11](=O)[CH:12](C=O)[CH3:13]>>[CH3:13][CH:12]([CH2:5][CH:4]=[CH:3][CH:2]([CH3:1])[CH2:7][CH3:8])[CH:11]=[O:10]. Procedure details: 57 g (0.5 mole) of 4-methyl-hex-1-en-3-ol and 70 g of α-formylpropionic acid methyl ester (0.6 mole) are heated at from 140° to 200° C whilst stirring; at the same time the methanol liberated is distilled off through a 20 cm column and the carbon dioxide is measured using a gas flow meter. 11.5 liters of carbon dioxide are liberated in the course of three hours. When the elimination of methanol and carbon dioxide has ceased, the mixture is fractionated. 58 g of the above aldehyde (yield: 75% of ... Starting materials: ClC1=NC=CC(=N1)C1=C(N=C(S1)C(C)C)C=1C=C(C=CC1)NS(=O)(=O)C1=C(C=CC=C1F)F (N-{3-[5-(2-Chloro-4-pyrimidinyl)-2-(1-methylethyl)-1,3-thiazol-4-yl]phenyl}-2,6-difluorobenzenesulfonamide), ClC1=NC=CC(=N1)C1=C(N=C(S1)C(C)C)C=1C=C(N)C=CC1 (3-[5-(2-chloro-4-pyrimidinyl)-2-(1-methylethyl)-1,3-thiazol-4-yl]aniline), FC=1C=CC(=C(C1)S(=O)(=O)Cl)OC (5-fluoro-2-(methyloxy)benzenesulfonyl chloride). Product: ClC1=NC=CC(=N1)C1=C(N=C(S1)C(C)C)C=1C=C(C=CC1)NS(=O)(=O)C1=C(C=CC(=C1)F)OC (N-{3-[5-(2-Chloro-4-pyrimidinyl)-2-(1-methylethyl)-1,3-thiazol-4-yl]phenyl}-5-fluoro-2-(methyloxy)benzenesulfonamide). Isolated yield 79.0%. Reaction SMILES: ClC1N=C(C2SC(C(C)C)=NC=2C2C=C(NS(C3C(F)=CC=CC=3F)(=O)=O)C=CC=2)C=CN=1.[Cl:34][C:35]1[N:40]=[C:39]([C:41]2[S:45][C:44]([CH:46]([CH3:48])[CH3:47])=[N:43][C:42]=2[C:49]2[CH:50]=[C:51]([CH:53]=[CH:54][CH:55]=2)[NH2:52])[CH:38]=[CH:37][N:36]=1.[F:56][C:57]1[CH:58]=[CH:59][C:60]([O:67][CH3:68])=[C:61]([S:63](Cl)(=[O:65])=[O:64])[CH:62]=1>>[Cl:34][C:35]1[N:40]=[C:39]([C:41]2[S:45][C:44]([CH:46]([CH3:48])[CH3:47])=[N:43][C:42]=2[C:49]2[CH:50]=[C:51]([NH:52][S:63]([C:61]3[CH:62]=[C:57]([F:56])[CH:58]=[CH:59][C:60]=3[O:67][CH3:68])(=[O:64])=[O:65])[CH:53]=[CH:54][CH:55]=2)[CH:38]=[CH:37][N:36]=1. Procedure: Following a procedure analogous to the procedure described in Intermediate 14 using 3-[5-(2-chloro-4-pyrimidinyl)-2-(1-methylethyl)-1,3-thiazol-4-yl]aniline (309 mg, 0.934 mmol) and 5-fluoro-2-(methyloxy)benzenesulfonyl chloride (210 mg, 0.934 mmol) the title compound of Step A was obtained as a white solid. (381 mg, 79% yield). 1H NMR (400 MHz, DMSO-d6) δ ppm 10.34 (s, 1H), 8.42 (d, J=5.3 Hz, 1H), 7.39-7.54 (m, 2H), 7.23-7.37 (m, 1H), 7.09-7.23 (m, 4H), 6.87 (d, J=5.3 Hz, 1H), 3.79 (s, 3H), 3.2... The product is CC(=O)Nc1nc2ccc(-c3cnc(Cl)c(NS(=O)(=O)c4ccc(Cl)cc4)c3)cc2s1. As a reaction SMILES: [C:42](=[O:43])([OH:44])[O-:45].[Cl:22][c:23]1[cH:24][cH:25][c:26]([S:29](=[O:30])(=[O:31])[Cl:32])[cH:27][cH:28]1.[Cl:39][CH2:40][Cl:41].[NH2:1][c:2]1[cH:3][c:4](-[c:9]2[cH:10][c:11]3[c:12]([n:13][c:14]([NH:16][C:17]([CH3:18])=[O:19])[s:15]3)[cH:20][cH:21]2)[cH:5][n:6][c:7]1[Cl:8].[Na+:46].[cH:33]1[cH:34][cH:35][n:36][cH:37][cH:38]1>>[NH:1]([c:2]1[cH:3][c:4](-[c:9]2[cH:10][c:11]3[c:12]([n:13][c:14]([NH:16][C:17]([CH3:18])=[O:19])[s:15]3)[cH:20][cH:21]2)[cH:5][n:6][c:7]1[Cl:8])[S:29]([c:26]1[cH:25][cH:24][c:23]([Cl:22])[cH:28][cH:27]1)(=[O:30])=[O:31]. The reactants are O=C([O-])O, O=S(=O)(Cl)c1ccc(Cl)cc1, ClCCl, CC(=O)Nc1nc2ccc(-c3cnc(Cl)c(N)c3)cc2s1, [Na+], c1ccncc1.